From a dataset of the Open Reaction Database (ORD), a public repository of structured organic reaction records. describe an organic reaction: reactants, conditions, products, and yield The reactants are CC(C)(C)OC(=O)N1CC(N2CC(F)C2)C1, ClCCl, O=C(O)C(F)(F)F. The product is FC1CN(C2CNC2)C1. Reaction SMILES: [C:1]([O:2][C:3](=[O:4])[N:8]1[CH2:9][CH:10]([N:12]2[CH2:13][CH:14]([F:16])[CH2:15]2)[CH2:11]1)([CH3:5])([CH3:6])[CH3:7].[Cl:17][CH2:18][Cl:19].[F:20][C:21]([F:22])([F:23])[C:24]([OH:25])=[O:26]>>[NH:8]1[CH2:9][CH:10]([N:12]2[CH2:13][CH:14]([F:16])[CH2:15]2)[CH2:11]1. The reactants are C(C)(C)(C)OC([C@H](CC1=CC=C(C=C1)OCC1=CC(=CC=C1)NC(=O)OC(C)(C)C)N)=O ((S)-2-amino-3-[4-(3-tert-butoxycarbonylamino-benzyloxy)-phenyl]-propionic acid tert-butyl ester), N1(CCCCCC1)C(=O)N[C@H](C(=O)O)CC(C)C ((S)-2-[(Azepane-1-carbonyl)-amino]-4-methyl-pentanoic acid). Procedure details: In a manner similar to that described in Example 25, the product from Example Q and the product from Example Z were coupled to give the title compound. Yields the product C(C)(C)(C)OC(C(CC1=CC=C(C=C1)OCC1=CC(=CC=C1)NC(=O)OC(C)(C)C)NC(C(CC(C)C)NC(=O)N1CCCCCC1)=O)=O (2-{2-[(Azepane-1-carbonyl)-amino]-4-methyl-pentanoylamino}-3-[4-(3-tert-butoxycarbonylamino-benzyloxy)-phenyl]-propionic acid tert-butyl ester). RXN SMILES: [C:1]([O:5][C:6](=[O:32])[C@@H:7]([NH2:31])[CH2:8][C:9]1[CH:14]=[CH:13][C:12]([O:15][CH2:16][C:17]2[CH:22]=[CH:21][CH:20]=[C:19]([NH:23][C:24]([O:26][C:27]([CH3:30])([CH3:29])[CH3:28])=[O:25])[CH:18]=2)=[CH:11][CH:10]=1)([CH3:4])([CH3:3])[CH3:2].[N:33]1([C:40]([NH:42][C@@H:43]([CH2:47][CH:48]([CH3:50])[CH3:49])[C:44](O)=[O:45])=[O:41])[CH2:39][CH2:38][CH2:37][CH2:36][CH2:35][CH2:34]1>>[C:1]([O:5][C:6](=[O:32])[CH:7]([NH:31][C:44](=[O:45])[CH:43]([NH:42][C:40]([N:33]1[CH2:39][CH2:38][CH2:37][CH2:36][CH2:35][CH2:34]1)=[O:41])[CH2:47][CH:48]([CH3:50])[CH3:49])[CH2:8][C:9]1[CH:10]=[CH:11][C:12]([O:15][CH2:16][C:17]2[CH:22]=[CH:21][CH:20]=[C:19]([NH:23][C:24]([O:26][C:27]([CH3:30])([CH3:29])[CH3:28])=[O:25])[CH:18]=2)=[CH:13][CH:14]=1)([CH3:3])([CH3:2])[CH3:4].